From a dataset of the Open Reaction Database (ORD), a public repository of structured organic reaction records. describe an organic reaction: reactants, conditions, products, and yield Reactants: NC1=C(C2=C(S1)C=CC=C2)C(=O)OCC (ethyl 2-aminobenzo[b]thiophene-3-carboxylate), FC1=C(C=C(C(=C1)F)F)[N+](=O)[O-] (2,4,5-trifluoronitrobenzene). Run in CS(=O)C (dimethyl sulfoxide). Yields the product FC1=CC(=C(NC2=C(C3=C(S2)C=CC=C3)C(=O)OCC)C=C1F)[N+](=O)[O-] (ethyl 2-(4,5-difluoro-2-nitroanilino)benzo[b]thiophene-3-carboxylate). RXN SMILES: [NH2:1][C:2]1[S:6][C:5]2[CH:7]=[CH:8][CH:9]=[CH:10][C:4]=2[C:3]=1[C:11]([O:13][CH2:14][CH3:15])=[O:12].F[C:17]1[CH:22]=[C:21]([F:23])[C:20]([F:24])=[CH:19][C:18]=1[N+:25]([O-:27])=[O:26]>CS(C)=O>[F:24][C:20]1[C:21]([F:23])=[CH:22][C:17]([NH:1][C:2]2[S:6][C:5]3[CH:7]=[CH:8][CH:9]=[CH:10][C:4]=3[C:3]=2[C:11]([O:13][CH2:14][CH3:15])=[O:12])=[C:18]([N+:25]([O-:27])=[O:26])[CH:19]=1. Procedure details: In the same manner as in Starting Material Synthesis Example 4 and using ethyl 2-aminobenzo[b]thiophene-3-carboxylate, 2,4,5-trifluoronitrobenzene and dimethyl sulfoxide, ethyl 2-(4,5-difluoro-2-nitroanilino)benzo[b]thiophene-3-carboxylate is obtained.